Task: describe an organic reaction: reactants, conditions, products, and yield. Dataset: the Open Reaction Database (ORD), a public repository of structured organic reaction records Reactants: CCCCCCCC(=O)N(C)Cc1cccc(-c2ccc(C=C3SC(=O)NC3=O)cc2)c1, C1COCCO1. Product: CCCCCCCC(=O)N(C)Cc1cccc(-c2ccc(CC3SC(=O)NC3=O)cc2)c1. Reaction SMILES: [O:1]=[C:2]1[S:3][C:4](=[CH:8][c:9]2[cH:10][cH:11][c:12](-[c:15]3[cH:16][c:17]([CH2:21][N:22]([C:23]([CH2:24][CH2:25][CH2:26][CH2:27][CH2:28][CH2:29][CH3:30])=[O:31])[CH3:32])[cH:18][cH:19][cH:20]3)[cH:13][cH:14]2)[C:5](=[O:7])[NH:6]1.[O:33]1[CH2:34][CH2:35][O:36][CH2:37][CH2:38]1>>[O:1]=[C:2]1[S:3][CH:4]([CH2:8][c:9]2[cH:10][cH:11][c:12](-[c:15]3[cH:16][c:17]([CH2:21][N:22]([C:23]([CH2:24][CH2:25][CH2:26][CH2:27][CH2:28][CH2:29][CH3:30])=[O:31])[CH3:32])[cH:18][cH:19][cH:20]3)[cH:13][cH:14]2)[C:5](=[O:7])[NH:6]1. The reactants are COCCN1C=C(C(C=C1C)=O)C(=O)O (1-(2-methoxy-ethyl)-6-methyl-4-oxo-1,4-dihydro-pyridine-3-carboxylic acid), IN1C(CCC1=O)=O (N-iodosuccinimide). Run in C(=O)(C(F)(F)F)O (TFA), ClCCl (dichloromethane), O (water). Product: IC=1C(C(=CN(C1C)CCOC)C(=O)O)=O (5-Iodo-1-(2-methoxy-ethyl)-6-methyl-4-oxo-1,4-dihydro-pyridine-3-carboxylic acid). RXN SMILES: [CH3:1][O:2][CH2:3][CH2:4][N:5]1[C:10]([CH3:11])=[CH:9][C:8](=[O:12])[C:7]([C:13]([OH:15])=[O:14])=[CH:6]1.[I:16]N1C(=O)CCC1=O>C(O)(C(F)(F)F)=O.ClCCl.O>[I:16][C:9]1[C:8](=[O:12])[C:7]([C:13]([OH:15])=[O:14])=[CH:6][N:5]([CH2:4][CH2:3][O:2][CH3:1])[C:10]=1[CH3:11]. Procedure: A solution 1-(2-methoxy-ethyl)-6-methyl-4-oxo-1,4-dihydro-pyridine-3-carboxylic acid (150 mg, 0.71 mmol) and N-iodosuccinimide (200 mg, 0.89 mmol) in TFA (1 mL) and dichloromethane (1 mL) is stirred for 5 days at room temperature. The reaction mixture is diluted with water and extracted with dichloromethane. The organic layer is evaporate under reduced pressure. ESI mass spectrum: [M+H]+=338; Retention time HPLC: 0.95 min (Z002_005). As a reaction SMILES: [CH3:1][O:2][C:3](=[O:4])[CH:5]1[CH2:6][N:7]([CH2:12][c:13]2[cH:14][cH:15][cH:16][cH:17][cH:18]2)[CH2:8][CH2:9][C:10]1=[O:11].[Cl:21][CH2:22][c:23]1[cH:24][cH:25][cH:26][cH:27][cH:28]1.[H-:19].[Na+:20].[O:29]=[CH:30][N:31]([CH3:32])[CH3:33]>>[CH3:1][O:2][C:3](=[O:4])[C:5]1([CH2:22][c:23]2[cH:24][cH:25][cH:26][cH:27][cH:28]2)[CH2:6][N:7]([CH2:12][c:13]2[cH:14][cH:15][cH:16][cH:17][cH:18]2)[CH2:8][CH2:9][C:10]1=[O:11]. The reactants are COC(=O)C1CN(Cc2ccccc2)CCC1=O, ClCc1ccccc1, [H-], [Na+], CN(C)C=O. The product is COC(=O)C1(Cc2ccccc2)CN(Cc2ccccc2)CCC1=O.